From a dataset of the Open Reaction Database (ORD), a public repository of structured organic reaction records. describe an organic reaction: reactants, conditions, products, and yield The reactants are BrC(Br)(Br)Br, ClCCl, OCCCCCOCc1ccccc1, c1ccc(P(c2ccccc2)c2ccccc2)cc1. The product is BrCCCCCOCc1ccccc1. As a reaction SMILES: [Br:1][C:2]([Br:3])([Br:4])[Br:5].[CH2:39]([Cl:40])[Cl:41].[CH2:6]([c:7]1[cH:8][cH:9][cH:10][cH:11][cH:12]1)[O:13][CH2:14][CH2:15][CH2:16][CH2:17][CH2:18][OH:19].[c:20]1([P:21]([c:22]2[cH:23][cH:24][cH:25][cH:26][cH:27]2)[c:28]2[cH:29][cH:30][cH:31][cH:32][cH:33]2)[cH:34][cH:35][cH:36][cH:37][cH:38]1>>[CH2:2]([Br:5])[CH2:17][CH2:16][CH2:15][CH2:14][O:13][CH2:6][c:7]1[cH:8][cH:9][cH:10][cH:11][cH:12]1. Procedure: In the presence of 1.53 parts of 5 % palladium-on-carbon, 1.5 parts of 2-cyclobutylamino-5,6-dihydroxy-3,4-dihydro-1(2H)-naphthalenone hydrobromide in 200 volume parts of water is subjected to catalytic reduction at ordinary temperature and pressure. When a stoichiometric amount of hydrogen has been absorbed, the reaction mixture is filtered to remove the catalyst and filtrate is freeze-dried. The residue is recrystallized from a mixture of water, ethanol and ethyl ether, whereby 2-cyclobutylami... As a reaction SMILES: [BrH:1].[CH:2]1([NH:6][CH:7]2[CH2:16][CH2:15][C:14]3[C:9](=[CH:10][CH:11]=[C:12]([OH:18])[C:13]=3[OH:17])[C:8]2=[O:19])[CH2:5][CH2:4][CH2:3]1>[Pd].O>[BrH:1].[CH:2]1([NH:6][CH:7]2[CH2:16][CH2:15][C:14]3[C:9](=[CH:10][CH:11]=[C:12]([OH:18])[C:13]=3[OH:17])[CH:8]2[OH:19])[CH2:3][CH2:4][CH2:5]1 |f:0.1,4.5|. The reactants are Br.C1(CCC1)NC1C(C2=CC=C(C(=C2CC1)O)O)=O (2-cyclobutylamino-5,6-dihydroxy-3,4-dihydro-1(2H)-naphthalenone hydrobromide). Solvent: O (water). Yields the product Br.C1(CCC1)NC1C(C2=CC=C(C(=C2CC1)O)O)O (2-cyclobutylamino-1,5,6-trihydroxy-1,2,3,4-tetrahydronaphthalene hydrobromide). Reagents/catalysts: [Pd] (palladium-on-carbon). Starting materials: CC(C)C(O)(c1ccccc1)c1ccc2nc(N)n(S(=O)(=O)N(C)C)c2c1, ClC(Cl)Cl, Cc1ccc(S(=O)(=O)O)cc1. Product: CC(C)=C(c1ccccc1)c1ccc2nc(N)n(S(=O)(=O)N(C)C)c2c1. Reaction SMILES: [CH3:1][N:2]([S:3](=[O:4])(=[O:5])[n:6]1[c:7]([NH2:26])[n:8][c:9]2[c:10]1[cH:11][c:12]([C:15]([c:16]1[cH:17][cH:18][cH:19][cH:20][cH:21]1)([OH:22])[CH:23]([CH3:24])[CH3:25])[cH:13][cH:14]2)[CH3:27].[CH:39]([Cl:40])([Cl:41])[Cl:42].[c:28]1([CH3:29])[cH:30][cH:31][c:32]([S:33]([OH:34])(=[O:35])=[O:36])[cH:37][cH:38]1>>[CH3:1][N:2]([S:3](=[O:4])(=[O:5])[n:6]1[c:7]([NH2:26])[n:8][c:9]2[c:10]1[cH:11][c:12]([C:15]([c:16]1[cH:17][cH:18][cH:19][cH:20][cH:21]1)=[C:23]([CH3:24])[CH3:25])[cH:13][cH:14]2)[CH3:27]. Run at temperature 30 celsius, time 15 minute. As a reaction SMILES: CN(C)C=O.[CH:6](=[O:13])[C:7]1[CH:12]=[CH:11][CH:10]=[CH:9][CH:8]=1.[C-]#N.[Na+].[C:17](#[N:20])[CH:18]=[CH2:19]>O>[C:6]([CH2:19][CH2:18][C:17]#[N:20])(=[O:13])[C:7]1[CH:12]=[CH:11][CH:10]=[CH:9][CH:8]=1 |f:2.3|. Procedure details: 320 ml of absolute dimethylformamide, 42.5 g (0.4 mol) of freshly distilled benzaldehyde and 9.8 g (0.2 mol) of sodium cyanide are introduced into a 500 ml 4-necked flask equipped with dropping funnel, stirrer, KOH drying tube and internal thermometer. A week exothermic reaction takes place after the addition of sodium cyanide to the reaction mixture and the temperature rises from 30° to 34° C. The reaction mixture is stirred for 15 minutes at a reaction temperature of 30° C and a solution of 15... Starting materials: CN(C=O)C (dimethylformamide), C(C1=CC=CC=C1)=O (benzaldehyde), [C-]#N.[Na+] (sodium cyanide), C(C=C)#N (acrylonitrile), CN(C=O)C (dimethylformamide), [C-]#N.[Na+] (sodium cyanide). Solvent: O (water). The product is C(C1=CC=CC=C1)(=O)CCC#N (β-benzoylpropionitrile).